Dataset: the Open Reaction Database (ORD), a public repository of structured organic reaction records. Task: describe an organic reaction: reactants, conditions, products, and yield Starting materials: FC1=CC=C(CC2=CC=CC(=N2)C(=O)O)C=C1 (6-(4-fluorobenzyl)picolinic acid), N[C@H](C(=O)N)CC(C)C ((2S)-2-amino-4-methyl-pentanamide). The product is C(N)(=O)[C@H](CC(C)C)NC(=O)C1=NC(=CC=C1)CC1=CC=C(C=C1)F (6-(4-Fluoro-benzyl)-pyridine-2-carboxylic acid ((S)-1-carbamoyl-3-methyl-butyl)-amide). Reaction SMILES: [F:1][C:2]1[CH:17]=[CH:16][C:5]([CH2:6][C:7]2[N:12]=[C:11]([C:13]([OH:15])=O)[CH:10]=[CH:9][CH:8]=2)=[CH:4][CH:3]=1.[NH2:18][C@@H:19]([CH2:23][CH:24]([CH3:26])[CH3:25])[C:20]([NH2:22])=[O:21]>>[C:20]([C@@H:19]([NH:18][C:13]([C:11]1[CH:10]=[CH:9][CH:8]=[C:7]([CH2:6][C:5]2[CH:4]=[CH:3][C:2]([F:1])=[CH:17][CH:16]=2)[N:12]=1)=[O:15])[CH2:23][CH:24]([CH3:26])[CH3:25])(=[O:21])[NH2:22]. Reported procedure: The title compound was synthesized in analogy to Example 1, using 6-(4-fluorobenzyl)picolinic acid and (2S)-2-amino-4-methyl-pentanamide (CAN 687-51-4) as starting materials. MS (EI): m/e=344.0 [M+H]+. Starting materials: C1(CC1)C(=O)Cl (cyclopropanecarboxylic acid chloride), C([O-])([O-])=O.[K+].[K+] (potassium carbonate), COC=1C=C(C=CC1)C1(C=CCCC1)CCN (1-(m-methoxyphenyl)-2-cyclohexene-1-ethylamine). The solvent is C(Cl)Cl (methylene chloride), C(Cl)Cl (methylene chloride), CCOCC (ether). Product: C1(CC1)CNCCC1(C=CCCC1)C1=CC(=CC=C1)OC (N-(cyclopropylmethyl)-1-(m-methoxyphenyl)-2-cyclohexene-1-ethylamine). Reaction SMILES: [CH:1]1([C:4](Cl)=O)[CH2:3][CH2:2]1.C(=O)([O-])[O-].[K+].[K+].[CH3:13][O:14][C:15]1[CH:16]=[C:17]([C:21]2([CH2:27][CH2:28][NH2:29])[CH2:26][CH2:25][CH2:24][CH:23]=[CH:22]2)[CH:18]=[CH:19][CH:20]=1>C(Cl)Cl.CCOCC>[CH:1]1([CH2:4][NH:29][CH2:28][CH2:27][C:21]2([C:17]3[CH:18]=[CH:19][CH:20]=[C:15]([O:14][CH3:13])[CH:16]=3)[CH2:26][CH2:25][CH2:24][CH:23]=[CH:22]2)[CH2:3][CH2:2]1 |f:1.2.3|. Procedure details: 3.45 g of cyclopropanecarboxylic acid chloride are placed in 50 ml of methylene chloride, whereafter 5.0 g of potassium carbonate are added, and then a solution of 7.0 g of 1-(m-methoxyphenyl)-2-cyclohexene-1-ethylamine in 10 ml of methylene chloride is added dropwise while stirring. The mixture is stirred at room temperature overnight and subsequently at reflux for 30 minutes and cooled. Then, the precipitate is removed by filtration under suction, the filtrate is evaporated, and the oil obtain... Reactants: CC(C)(C)C1=C(C(=CC(=C1)C=1SC(=NN1)S(=O)(=O)C)C(C)(C)C)O (2,6-bis(1,1-dimethylethyl)-4-[5-(methylsulfonyl)-1,3,4-thiadiazole-2-yl]-phenol), NN (hydrazine). Run in C(C)(C)O (isopropyl alcohol). Yields the product CC(C)(C)C1=C(C(=CC(=C1)C=1SC(=NN1)NN)C(C)(C)C)O (2,6-bis(1,1-dimethylethyl)-4-(5-hydrazino-1,3,4-thiadiazol-2-yl)phenol). Isolated yield 73.1%. RXN SMILES: [CH3:1][C:2]([C:5]1[CH:10]=[C:9]([C:11]2[S:12][C:13](S(C)(=O)=O)=[N:14][N:15]=2)[CH:8]=[C:7]([C:20]([CH3:23])([CH3:22])[CH3:21])[C:6]=1[OH:24])([CH3:4])[CH3:3].[NH2:25][NH2:26]>C(O)(C)C>[CH3:22][C:20]([C:7]1[CH:8]=[C:9]([C:11]2[S:12][C:13]([NH:25][NH2:26])=[N:14][N:15]=2)[CH:10]=[C:5]([C:2]([CH3:3])([CH3:1])[CH3:4])[C:6]=1[OH:24])([CH3:21])[CH3:23]. Procedure: To a solution of 2,6-bis(1,1-dimethylethyl)-4-[5-(methylsulfonyl)-1,3,4-thiadiazole-2-yl]-phenol (4.1 g, 0.0111 mole) in isopropyl alcohol (30 ml) is added hydrazine (5.0 g, 0.10 mole). The resulting mixture is heated at reflux for four hours. The mixture is cooled and concentrated in vacuo. The residue is dissolved in 1:1 ethyl acetate/ether and washed with saturated aqueous NaCl and dried over MgSO4. Filtration and concentration in vacuo provides a solid which is recrystallized from ethanol/wa... Yields the product COc1cc(CNCC(O)C(CC2CCCCC2)NC(=O)OC(C)(C)C)cc(OC)c1. RXN SMILES: [CH3:20][O:21][c:22]1[cH:23][c:24]([CH2:25][NH2:26])[cH:27][c:28]([O:30][CH3:31])[cH:29]1.[CH3:32][C:33]#[N:34].[CH:1]1([CH2:7][CH:8]([CH:9]2[O:10][CH2:11]2)[NH:12][C:13]([O:14][C:15]([CH3:16])([CH3:17])[CH3:18])=[O:19])[CH2:2][CH2:3][CH2:4][CH2:5][CH2:6]1>>[CH:1]1([CH2:7][CH:8]([CH:9]([OH:10])[CH2:11][NH:26][CH2:25][c:24]2[cH:23][c:22]([O:21][CH3:20])[cH:29][c:28]([O:30][CH3:31])[cH:27]2)[NH:12][C:13]([O:14][C:15]([CH3:16])([CH3:17])[CH3:18])=[O:19])[CH2:2][CH2:3][CH2:4][CH2:5][CH2:6]1. Reactants: COc1cc(CN)cc(OC)c1, CC#N, CC(C)(C)OC(=O)NC(CC1CCCCC1)C1CO1. The reactants are NC1=C(C=CC(=C1)[N+](=O)[O-])C(=O)N1CCN(CC1)C ((2-amino-4-nitrophenyl)(4-methylpiperazin-1-yl)methanone), TEA, C(C)(=O)OC(C)=O (acetic anhydride). The reagents and catalysts are CN(C)C=1C=CN=CC1 (DMAP). Run in C(Cl)Cl (DCM). Reaction conditions: time 8 hour. Product: CN1CCN(CC1)C(=O)C1=C(C=C(C=C1)[N+](=O)[O-])NC(OC)=O (methyl 2-(4-methylpiperazine-1-carbonyl)-5-nitrophenylcarbamate). The yield is 91.3%. As a reaction SMILES: [NH2:1][C:2]1[CH:7]=[C:6]([N+:8]([O-:10])=[O:9])[CH:5]=[CH:4][C:3]=1[C:11]([N:13]1[CH2:18][CH2:17][N:16]([CH3:19])[CH2:15][CH2:14]1)=[O:12].[C:20]([O:23][C:24](=O)C)(=[O:22])C>C(Cl)Cl.CN(C1C=CN=CC=1)C>[CH3:19][N:16]1[CH2:17][CH2:18][N:13]([C:11]([C:3]2[CH:4]=[CH:5][C:6]([N+:8]([O-:10])=[O:9])=[CH:7][C:2]=2[NH:1][C:20](=[O:22])[O:23][CH3:24])=[O:12])[CH2:14][CH2:15]1. Procedure details: To a solution of Intermediate 69B (540 mg, 2.04 mmol) in DCM (20 mL) was added TEA (0.570 mL, 4.09 mmol), acetic anhydride (0.289 mL, 3.06 mmol), and DMAP (2 mg, 0.016 mmol). The reaction mixture was stirred overnight, then washed with saturated aqueous NaHCO3, dried, and concentrated. The reaction mixture was purified by flash chromatography, (SiO2, 24 g, 0-10% MeOH/DCM) to give Intermediate 69C (600 mg, 96%) as a yellow solid. HPLC: Rt=0.517 min. (CHROMOLITH® column 4.6×50 mm eluting with 10-9... Reactants: Brc1ccc2[nH]ccc2c1, C1COCCO1, CC1(C)OB(c2ccc3cc(NC(=O)c4ccsc4)ccc3c2)OC1(C)C, [K+], [K+], O=C([O-])[O-], O, [Pd]. Product: O=C(Nc1ccc2cc(-c3ccc4[nH]ccc4c3)ccc2c1)c1ccsc1. RXN SMILES: [Br:1][c:2]1[cH:3][c:4]2[cH:5][cH:6][nH:7][c:8]2[cH:9][cH:10]1.[CH2:44]1[O:45][CH2:46][CH2:47][O:48][CH2:49]1.[CH3:11][C:12]1([CH3:13])[C:14]([CH3:15])([CH3:16])[O:17][B:18]([c:19]2[cH:20][c:21]3[cH:22][cH:23][c:24]([NH:29][C:30](=[O:31])[c:32]4[cH:33][s:34][cH:35][cH:36]4)[cH:25][c:26]3[cH:27][cH:28]2)[O:37]1.[K+:38].[K+:39].[O-:40][C:41]([O-:42])=[O:43].[OH2:51].[Pd:50]>>[c:2]1(-[c:19]2[cH:20][c:21]3[cH:22][cH:23][c:24]([NH:29][C:30](=[O:31])[c:32]4[cH:33][s:34][cH:35][cH:36]4)[cH:25][c:26]3[cH:27][cH:28]2)[cH:3][c:4]2[cH:5][cH:6][nH:7][c:8]2[cH:9][cH:10]1.